Dataset: the Open Reaction Database (ORD), a public repository of structured organic reaction records. Task: describe an organic reaction: reactants, conditions, products, and yield Starting materials: CCO, Cl, O=[N+]([O-])c1ccc(-c2noc(-c3ccccn3)n2)cc1. The product is Nc1ccc(-c2noc(-c3ccccn3)n2)cc1. RXN SMILES: [CH3:22][CH2:23][OH:24].[ClH:21].[n:1]1[c:2](-[c:7]2[n:8][c:9](-[c:12]3[cH:13][cH:14][c:15]([N+:18]([O-:19])=[O:20])[cH:16][cH:17]3)[n:10][o:11]2)[cH:3][cH:4][cH:5][cH:6]1>>[n:1]1[c:2](-[c:7]2[n:8][c:9](-[c:12]3[cH:13][cH:14][c:15]([NH2:18])[cH:16][cH:17]3)[n:10][o:11]2)[cH:3][cH:4][cH:5][cH:6]1. Product: C(C)(C)(C)N1N=CC(=C(C1=O)CC)OCC1=CC=C(C=C1)Cl (2-t-butyl-5-(p-chlorobenzyloxy)-4-ethyl-3(2H)-pyridazinone). The solvent is CN(C=O)C (N,N-dimethylformamide), CN(C=O)C (N,N-dimethylformamide), CN(C=O)C (N,N-dimethylformamide). Isolated yield 76.2%. RXN SMILES: [H-].[Na+].[C:3]([N:7]1[C:12](=[O:13])[C:11]([CH2:14][CH3:15])=[C:10](Cl)[CH:9]=[N:8]1)([CH3:6])([CH3:5])[CH3:4].[Cl:17][C:18]1[CH:25]=[CH:24][C:21]([CH2:22][OH:23])=[CH:20][CH:19]=1.O>CN(C)C=O>[C:3]([N:7]1[C:12](=[O:13])[C:11]([CH2:14][CH3:15])=[C:10]([O:23][CH2:22][C:21]2[CH:24]=[CH:25][C:18]([Cl:17])=[CH:19][CH:20]=2)[CH:9]=[N:8]1)([CH3:6])([CH3:5])[CH3:4] |f:0.1|. Starting materials: [H-].[Na+] (sodium hydride), O (water), C(C)(C)(C)N1N=CC(=C(C1=O)CC)Cl (2-t-butyl-5-chloro-4-ethyl-3(2H)-pyridazinone), ClC1=CC=C(CO)C=C1 (p-chlorobenzyl alcohol). Procedure: To 10 ml of dry N,N-dimethylformamide was added 0.75 g of 55% sodium hydride. The resulting mixture was kept at 0° C. and was added dropwise with a solution of 2.2 g of 2-t-butyl-5-chloro-4-ethyl-3(2H)-pyridazinone dissolved in 15 ml of N,N-dimethylformamide. After ten minutes passed, the resulting mixture was added dropwise with a solution of 1.4 g of p-chlorobenzyl alcohol dissolved in 15 ml of N,N-dimethylformamide. After completion of dropwise addition, the resulting mixture was reacted at 8... The reactants are C(C1=CC=CC=C1)N1C(=C(C2=CC(=CC=C12)O)C(=O)O)C(C)C (1-benzyl-5-hydroxy-2-isopropyl-1H-indole-3-carboxylic acid), C(C1=CC=CC=C1)N1C(=C(C2=CC(=CC=C12)O)C(=O)O)C(C)C (1-benzyl-5-hydroxy-2-isopropyl-1H-indole-3-carboxylic acid), C[Li] (methyllithium). Conditions: time 4 hour. The product is C(C1=CC=CC=C1)N1C(=C(C2=CC(=CC=C12)O)C(C)=O)C(C)C (1-(1-benzyl-5-hydroxy-2-isopropyl-1H-indol-3-yl)ethanone). RXN SMILES: [CH2:1]([N:8]1[C:16]2[C:11](=[CH:12][C:13]([OH:17])=[CH:14][CH:15]=2)[C:10]([C:18](O)=[O:19])=[C:9]1[CH:21]([CH3:23])[CH3:22])[C:2]1[CH:7]=[CH:6][CH:5]=[CH:4][CH:3]=1.[CH3:24][Li]>>[CH2:1]([N:8]1[C:16]2[C:11](=[CH:12][C:13]([OH:17])=[CH:14][CH:15]=2)[C:10]([C:18](=[O:19])[CH3:24])=[C:9]1[CH:21]([CH3:23])[CH3:22])[C:2]1[CH:7]=[CH:6][CH:5]=[CH:4][CH:3]=1. Procedure details: General Procedure F. To a solution of 1-benzyl-5-hydroxy-2-isopropyl-1H-indole-3-carboxylic acid (Compound 28, 242 mg, 0.78 mmol) under argon was added methyllithium (3.0 M in diethoxymethane, 5.2 ml, 15.7 mmol) at room temperature. The reaction was stirred for 4 h and was quenched with 1 M HCl, extracted with EtOAc. The organic layer was washed with brine, dried over Na2SO4, and concentrated. The residue was purified by flash chromatography on silica gel eluting with 0-50% EtOAc-hexanes to yiel... Starting materials: ClC(C(=O)Cl)(Cl)Cl (trichloroacetyl chloride), NC(=O)N (urea), C(C)(=O)O (acetic acid), ketone, ClC(C(CC(=O)Cl)=O)(Cl)Cl (γ,γ ,γ -trichloroacetoacetyl chloride). Yields the product C(C1=CC(=O)NC(=O)N1)(=O)O (orotic acid). As a reaction SMILES: Cl[C:2](Cl)(Cl)[C:3](Cl)=[O:4].ClC(Cl)(Cl)C(=O)CC(Cl)=O.[NH2:18][C:19]([NH2:21])=[O:20].[C:22]([OH:25])(=[O:24])[CH3:23]>>[C:22]([OH:25])(=[O:24])[C:23]1[NH:21][C:19](=[O:20])[NH:18][C:3](=[O:4])[CH:2]=1. Reported procedure: To recap, this invention involves: converting trichloroacetyl chloride with ketone to γ,γ ,γ -trichloroacetoacetyl chloride, adding the reaction mixture to urea dissolved in a polar organic solvent, e.g., acetic acid; evaporating out the resulting 6-trichloromethyluracil; and hydrolyzing the 6-trichloromethyluracil to form orotic acid. Starting materials: C=CC(=O)OC(C)(C)C, CCOC(=O)C(Cc1ccccc1)C(=O)OCC, C1CCC2=NCCCN2CC1, CC#N, Cl. Yields the product CCOC(=O)C(CCC(=O)OC(C)(C)C)(Cc1ccccc1)C(=O)OCC. RXN SMILES: [C:19]([CH:20]=[CH2:21])(=[O:22])[O:23][C:24]([CH3:25])([CH3:26])[CH3:27].[CH2:1]([CH3:2])[O:3][C:4]([CH:5]([C:6](=[O:7])[O:8][CH2:9][CH3:10])[CH2:11][c:12]1[cH:13][cH:14][cH:15][cH:16][cH:17]1)=[O:18].[CH2:28]1[CH2:29][CH2:30][C:31]2=[N:36][CH2:35][CH2:34][CH2:33][N:32]2[CH2:37][CH2:38]1.[CH3:40][C:41]#[N:42].[ClH:39]>>[CH2:1]([CH3:2])[O:3][C:4]([C:5]([C:6](=[O:7])[O:8][CH2:9][CH3:10])([CH2:11][c:12]1[cH:13][cH:14][cH:15][cH:16][cH:17]1)[CH2:21][CH2:20][C:19](=[O:22])[O:23][C:24]([CH3:25])([CH3:26])[CH3:27])=[O:18]. Yields the product CN(C)c1ccc(CNc2nc(N)nc(-c3ccco3)c2C#N)cc1. As a reaction SMILES: [CH2:31]1[CH2:32][CH2:33][C:34]2=[N:39][CH2:38][CH2:37][CH2:36][N:35]2[CH2:40][CH2:41]1.[CH3:20][N:21]([c:22]1[cH:23][cH:24][c:25]([CH2:26][NH2:27])[cH:28][cH:29]1)[CH3:30].[CH3:42][O:43][CH2:44][CH2:45][O:46][CH3:47].[ClH:18].[ClH:19].[NH2:1][c:2]1[n:3][c:4]([S:15]([CH3:16])=[O:17])[c:5]([C:13]#[N:14])[c:6](-[c:8]2[o:9][cH:10][cH:11][cH:12]2)[n:7]1>>[NH2:1][c:2]1[n:3][c:4]([NH:27][CH2:26][c:25]2[cH:24][cH:23][c:22]([N:21]([CH3:20])[CH3:30])[cH:29][cH:28]2)[c:5]([C:13]#[N:14])[c:6](-[c:8]2[o:9][cH:10][cH:11][cH:12]2)[n:7]1. Reactants: C1CCC2=NCCCN2CC1, CN(C)c1ccc(CN)cc1, COCCOC, Cl, Cl, CS(=O)c1nc(N)nc(-c2ccco2)c1C#N.